Dataset: the Open Reaction Database (ORD), a public repository of structured organic reaction records. Task: describe an organic reaction: reactants, conditions, products, and yield Procedure details: To a mixture solution of 2-(3-[1,2,3]triazol-2-yl-propyl)-isoindol-1,3-dione (1782 mg, 6.95 mmol) in methanol-tetrahydrofuran (5:4, 27 mL) was added hydrazine monohydrate (371 μl, 7.65 mmol), and the solution was stirred for 5 days at room temperature. Methanol (8 mL) was added thereto, followed by further stirring for 3.25 hours under reflux. The reaction mixture was filtered, and the filtrate was concentrated. The resulting residue was dissolved in tetrahydrofuran, adsorbed onto NH silica gel,... Run at time 5 day. Yields the product N=1N(N=CC1)CCCN (3-[1,2,3]Triazol-2-yl-propyl amine). Reactants: N=1N(N=CC1)CCCN1C(C2=CC=CC=C2C1=O)=O (2-(3-[1,2,3]triazol-2-yl-propyl)-isoindol-1,3-dione), O.NN (hydrazine monohydrate), CO (Methanol). Isolated yield 19.6%. As a reaction SMILES: [N:1]1[N:2]([CH2:6][CH2:7][CH2:8][N:9]2C(=O)C3C(=CC=CC=3)C2=O)[N:3]=[CH:4][CH:5]=1.O.NN.CO>CO.O1CCCC1>[N:1]1[N:2]([CH2:6][CH2:7][CH2:8][NH2:9])[N:3]=[CH:4][CH:5]=1 |f:1.2,4.5|. The solvent is CO.O1CCCC1 (methanol tetrahydrofuran). Starting materials: CC1=NN=C2N1N=C(C=C2)C=2C=C(C=CC2)NC(C)=O (N-[3-(3-methyl-1,2,4-triazolo[4,3-b]pyridazin-6-yl)phenyl]acetamide), [H-].[Na+] (sodium hydride), O (water), C(C#C)Br (propargyl bromide). Solvent: CN(C=O)C (dimethylformamide). Run at time 1 hour. Product: CC1=NN=C2N1N=C(C=C2)C=2C=C(C=CC2)N(C(C)=O)CC#C (N-[-3-(3-Methyl-1,2,4triazolo[4,3-b]pyridazin-6-yl)phenyl]-N-2-propynylacetamide). Reaction SMILES: [CH3:1][C:2]1[N:6]2[N:7]=[C:8]([C:11]3[CH:12]=[C:13]([NH:17][C:18](=[O:20])[CH3:19])[CH:14]=[CH:15][CH:16]=3)[CH:9]=[CH:10][C:5]2=[N:4][N:3]=1.[H-].[Na+].[CH2:23](Br)[C:24]#[CH:25].O>CN(C)C=O>[CH3:1][C:2]1[N:6]2[N:7]=[C:8]([C:11]3[CH:12]=[C:13]([N:17]([CH2:25][C:24]#[CH:23])[C:18](=[O:20])[CH3:19])[CH:14]=[CH:15][CH:16]=3)[CH:9]=[CH:10][C:5]2=[N:4][N:3]=1 |f:1.2|. Procedure details: To 3.0 g of N-[3-(3-methyl-1,2,4-triazolo[4,3-b]pyridazin-6-yl)phenyl]acetamide in 250 ml of dimethylformamide under argon was added 0.6 g of sodium hydride (50% in oil). The mixture was stirred for one hour, then 1.38 ml of propargyl bromide was added. This mixture was stirred for 12 hours then poured into 200 ml of water and extracted with 150 ml portions of dichloromethane. The extracts were combined, dried and evaporated in vacuo. The residue was chromatographed on 300 g of silica gel with d... The reactants are C1(=CC=CC=C1)C(C1=CC=CC=C1)OC(=O)C12C(=CC3C2(CC2C(CCC2C1(C3)C=O)C)COC31OC2C(O3)OC(C2OCCCC#N)C1O)C(C)C (8a-[[[6-(cyanopropyloxy)tetrahydro-7-hydroxy-2,5-methanofuro[2,3-d]-1,3-dioxol-2-yl]oxy]methyl]-4-formyl-4,4a,5,6,7,7a,8,8a-octahydro-7-methyl-3-(1-methylethyl)-1,4-methano-s-indacene-3a(1H)-carboxylic acid diphenylmethyl ester). The reagents and catalysts are [C].[Pd] (palladium-carbon). Run in C(C)(=O)OCC (ethyl acetate). Product: C(#N)CCCOC1C2OC3OC(OC31)(C2O)OCC23CC1C(CCC1C1(C3(C(=CC2C1)C(C)C)C(=O)O)C=O)C (8a-[[[6-(cyanopropyloxy)tetrahydro-7-hydroxy-2,5-methanofuro[2,3-d]-1,3-dioxol-2-yl]oxy]methyl]-4-formyl-4,4a,5,6,7,7a,8,8a-octahydro-7-methyl-3-(1-methylethyl)-1,4-methano-s-indacene-3a(1H)-carboxylic acid). Isolated yield 27.3%. As a reaction SMILES: C1(C([O:14][C:15]([C:17]23[C:28]4([CH:30]=[O:31])[CH2:29][CH:20]([C:21]2([CH2:33][O:34][C:35]25[CH:49]([OH:50])[CH:41]6[CH:42]([O:43][CH2:44][CH2:45][CH2:46][C:47]#[N:48])[CH:37]([CH:38]([O:40]6)[O:39]2)[O:36]5)[CH2:22][CH:23]2[CH:27]4[CH2:26][CH2:25][CH:24]2[CH3:32])[CH:19]=[C:18]3[CH:51]([CH3:53])[CH3:52])=[O:16])C2C=CC=CC=2)C=CC=CC=1>C(OCC)(=O)C.[C].[Pd]>[C:47]([CH2:46][CH2:45][CH2:44][O:43][CH:42]1[CH:37]2[CH:38]3[O:39][C:35]([O:34][CH2:33][C:21]45[CH:20]6[CH2:29][C:28]([CH:30]=[O:31])([C:17]4([C:15]([OH:16])=[O:14])[C:18]([CH:51]([CH3:52])[CH3:53])=[CH:19]6)[CH:27]4[CH:23]([CH:24]([CH3:32])[CH2:25][CH2:26]4)[CH2:22]5)([CH:49]([OH:50])[CH:41]1[O:40]3)[O:36]2)#[N:48] |f:2.3|. Procedure details: 20 mg of compound (64) was dissolved in 3 ml of ethyl acetate and stirred together with a catalytic amount of 10% palladium-carbon under a hydrogen atmosphere at room temperature for 1.5 hours. The reaction solution was filtered and concentrated in vacuo. The reaction product was dissolved in 10 ml of methanol and washed with 10 ml of n-hexane four times, and the lower layer was concentrated in vacuo to give 4.2 mg of compound (65) as a colorless solid. Starting materials: CCN=C=NCCCN(C)C, CCN(C(C)C)C(C)C, ClCCCl, Cl, Nc1ccc(C(=O)O)cc1Br, Nc1nccs1, CN(C)C=O, O, On1nnc2ccccc21. Product: Nc1ccc(C(=O)Nc2nccs2)cc1Br. RXN SMILES: [CH3:22][N:23]([CH3:24])[CH2:25][CH2:26][CH2:27][N:28]=[C:29]=[N:30][CH2:31][CH3:32].[CH:12]([N:13]([CH2:14][CH3:15])[CH:16]([CH3:17])[CH3:18])([CH3:19])[CH3:20].[Cl:54][CH2:55][CH2:56][Cl:57].[ClH:21].[NH2:1][c:2]1[c:3]([Br:11])[cH:4][c:5]([C:6](=[O:7])[OH:8])[cH:9][cH:10]1.[NH2:43][c:44]1[s:45][cH:46][cH:47][n:48]1.[O:49]=[CH:50][N:51]([CH3:52])[CH3:53].[OH2:58].[OH:33][n:34]1[c:35]2[cH:36][cH:37][cH:38][cH:39][c:40]2[n:41][n:42]1>>[NH2:1][c:2]1[c:3]([Br:11])[cH:4][c:5]([C:6](=[O:8])[NH:43][c:44]2[s:45][cH:46][cH:47][n:48]2)[cH:9][cH:10]1. Reactants: O=C(OCc1ccccc1)C1CCc2c(c3ccccc3n2C(=O)c2ccccc2)C1, CO, [H][H], C1CCOC1. Yields the product O=C(O)C1CCc2c(c3ccccc3n2C(=O)c2ccccc2)C1. Reaction SMILES: [C:1]([c:2]1[cH:3][cH:4][cH:5][cH:6][cH:7]1)(=[O:8])[n:9]1[c:10]2[cH:11][cH:12][cH:13][cH:14][c:15]2[c:16]2[c:21]1[CH2:20][CH2:19][CH:18]([C:22](=[O:23])[O:24][CH2:25][c:26]1[cH:27][cH:28][cH:29][cH:30][cH:31]1)[CH2:17]2.[CH3:39][OH:40].[H:37][H:38].[O:32]1[CH2:33][CH2:34][CH2:35][CH2:36]1>>[C:1]([c:2]1[cH:3][cH:4][cH:5][cH:6][cH:7]1)(=[O:8])[n:9]1[c:10]2[cH:11][cH:12][cH:13][cH:14][c:15]2[c:16]2[c:21]1[CH2:20][CH2:19][CH:18]([C:22](=[O:23])[OH:24])[CH2:17]2.